Dataset: the Open Reaction Database (ORD), a public repository of structured organic reaction records. Task: describe an organic reaction: reactants, conditions, products, and yield Starting materials: Cc1cc(-c2ccc(C(F)(F)F)cc2)nc(-c2ccnc(-c3cccc(S(=O)(=O)NC(C)(C)C)c3)c2)n1, ClCCl, O=C(O)C(F)(F)F. Yields the product Cc1cc(-c2ccc(C(F)(F)F)cc2)nc(-c2ccnc(-c3cccc(S(N)(=O)=O)c3)c2)n1. Reaction SMILES: [C:1]([CH3:2])([CH3:3])([CH3:4])[NH:5][S:6](=[O:7])(=[O:8])[c:9]1[cH:10][c:11](-[c:15]2[n:16][cH:17][cH:18][c:19](-[c:21]3[n:22][c:23](-[c:28]4[cH:29][cH:30][c:31]([C:34]([F:35])([F:36])[F:37])[cH:32][cH:33]4)[cH:24][c:25]([CH3:27])[n:26]3)[cH:20]2)[cH:12][cH:13][cH:14]1.[Cl:45][CH2:46][Cl:47].[F:38][C:39]([F:40])([F:41])[C:42]([OH:43])=[O:44]>>[NH2:5][S:6](=[O:7])(=[O:8])[c:9]1[cH:10][c:11](-[c:15]2[n:16][cH:17][cH:18][c:19](-[c:21]3[n:22][c:23](-[c:28]4[cH:29][cH:30][c:31]([C:34]([F:35])([F:36])[F:37])[cH:32][cH:33]4)[cH:24][c:25]([CH3:27])[n:26]3)[cH:20]2)[cH:12][cH:13][cH:14]1. Starting materials: C1CCOC1, Cl, COC(=O)c1ccc2c(ccn2-c2ccc(F)c(F)c2)c1, [Li+], [OH-], O. The product is O=C(O)c1ccc2c(ccn2-c2ccc(F)c(F)c2)c1. Reaction SMILES: [CH2:25]1[O:26][CH2:27][CH2:28][CH2:29]1.[ClH:24].[F:1][c:2]1[cH:3][c:4](-[n:9]2[cH:10][cH:11][c:12]3[cH:13][c:14]([C:18](=[O:19])[O:20][CH3:21])[cH:15][cH:16][c:17]23)[cH:5][cH:6][c:7]1[F:8].[Li+:23].[OH-:22].[OH2:30]>>[F:1][c:2]1[cH:3][c:4](-[n:9]2[cH:10][cH:11][c:12]3[cH:13][c:14]([C:18](=[O:19])[OH:20])[cH:15][cH:16][c:17]23)[cH:5][cH:6][c:7]1[F:8]. Reactants: CCO, CNC(N)=NC(=O)c1cc2c(Cl)cc(Oc3ccccc3[N+](=O)[O-])cc2[nH]1, N, O, O, O, Cl[Sn]Cl. Product: CNC(N)=NC(=O)c1cc2c(Cl)cc(Oc3ccccc3N)cc2[nH]1. RXN SMILES: [CH3:35][CH2:36][OH:37].[Cl:1][c:2]1[c:3]2[cH:4][c:5]([C:21](=[O:22])[N:23]=[C:24]([NH:25][CH3:26])[NH2:27])[nH:6][c:7]2[cH:8][c:9]([O:11][c:12]2[c:13]([N+:18]([O-:19])=[O:20])[cH:14][cH:15][cH:16][cH:17]2)[cH:10]1.[NH3:34].[OH2:28].[OH2:29].[OH2:33].[Sn:30]([Cl:31])[Cl:32]>>[Cl:1][c:2]1[c:3]2[cH:4][c:5]([C:21](=[O:22])[N:23]=[C:24]([NH:25][CH3:26])[NH2:27])[nH:6][c:7]2[cH:8][c:9]([O:11][c:12]2[c:13]([NH2:18])[cH:14][cH:15][cH:16][cH:17]2)[cH:10]1. Reactants: [N+](=O)([O-])C=1C=C(C=CC1)N1C(C(CC1=O)(C)C)=O (N-m-nitrophenyl-2,2-dimethylsuccinimide), [OH-].[Na+] (sodium hydroxide), Cl (HCl), C(C)O (ethyl alcohol). The reagents and catalysts are [Fe] (iron). Run in O (water). Run at temperature 70 celsius. Product: NC=1C=C(C=CC1)N1C(C(CC1=O)(C)C)=O (N-m-AMINOPHENYL-2,2-DIMETHYLSUCCINIMIDE). Reaction SMILES: [N+:1]([C:4]1[CH:5]=[C:6]([N:10]2[C:14](=[O:15])[CH2:13][C:12]([CH3:17])([CH3:16])[C:11]2=[O:18])[CH:7]=[CH:8][CH:9]=1)([O-])=O.Cl.C(O)C.[OH-].[Na+]>[Fe].O>[NH2:1][C:4]1[CH:5]=[C:6]([N:10]2[C:14](=[O:15])[CH2:13][C:12]([CH3:16])([CH3:17])[C:11]2=[O:18])[CH:7]=[CH:8][CH:9]=1 |f:3.4|. Reported procedure: One hundred and sixty three g. of N-m-nitrophenyl-2,2-dimethylsuccinimide, as prepared in Example I, was added portion wise at reflux temperature to a mixture of 115 g. of powdered iron, 7 ml. of concentrated HCl, 250 ml. of ethyl alcohol and 200 ml. of water. At completion of addition (approximately one hour), the mixture was allowed to cool to 70° C. and 7 g. of 50% sodium hydroxide was added and the iron oxide was removed by filtration through a Dicalite filter which was washed with several p... The reactants are C(C)(=O)OCC (ethyl acetate), O[C@H]([C@H](C(=O)OCC)C)C (Ethyl (2R, 3S)-3-hydroxy-2-methylbutyrate), I(=O)(=O)OC (methyl iodate), [H-].[Na+] (sodium hydride). The solvent is CN(C=O)C (N,N-dimethylformamide). Run at time 1 hour. Yields the product CO[C@H]([C@H](C(=O)OCC)C)C (ethyl (2R, 3S)-3-methoxy-2-methylbutyrate). Isolated yield 76.4%. RXN SMILES: [OH:1][C@@H:2]([CH3:10])[C@@H:3]([CH3:9])[C:4]([O:6][CH2:7][CH3:8])=[O:5].I(O[CH3:15])(=O)=O.[H-].[Na+].C(OCC)(=O)C>CN(C)C=O>[CH3:15][O:1][C@@H:2]([CH3:10])[C@@H:3]([CH3:9])[C:4]([O:6][CH2:7][CH3:8])=[O:5] |f:2.3|. Reported procedure: Ethyl (2R, 3S)-3-hydroxy-2-methylbutyrate (8.20 g) and methyl iodate (78.0 g) were dissolved in N,N-dimethylformamide (150 ml). To this solution was added sodium hydride (about 60% in oil, 2.46 g) little by little with ice cooling and the mixture was stirred for 1 hour with ice cooling. The reaction mixture was poured into ethyl acetate (300 ml) and the mixture was stirred for 10 minutes. Insoluble materials were filtered off and the filtrate was washed 3 times with water. The organic layer was ... The reactants are NCC1=NOC(=N1)[C@@H](CC(=O)OC(C)(C)C)CCCC1CCCCC1 (tert-butyl(3R)-3-[3-(aminomethyl)-1,2,4-oxadiazol-5-yl]-6-cyclohexylhexanoate), COCC(=O)O (methoxyacetic acid), C=1C=CC2=C(C1)N=NN2O (HOBt), CN1CCOCC1 (NMM). Solvent: C(Cl)Cl (DCM), C(Cl)Cl (DCM). Reaction conditions: time 18 hour. Yields the product C1(CCCCC1)CCC[C@H](CC(=O)OC(C)(C)C)C1=NC(=NO1)CNC(COC)=O (tert-butyl(3R)-6-cyclohexyl-3-(3-{[(methoxyacetyl)amino]methyl}-1,2,4-oxadiazol-5-yl)hexanoate). Yield: 95.3%. RXN SMILES: [NH2:1][CH2:2][C:3]1[N:7]=[C:6]([C@H:8]([CH2:17][CH2:18][CH2:19][CH:20]2[CH2:25][CH2:24][CH2:23][CH2:22][CH2:21]2)[CH2:9][C:10]([O:12][C:13]([CH3:16])([CH3:15])[CH3:14])=[O:11])[O:5][N:4]=1.[CH3:26][O:27][CH2:28][C:29](O)=[O:30].C1C=CC2N(O)N=NC=2C=1.CN1CCOCC1>C(Cl)Cl>[CH:20]1([CH2:19][CH2:18][CH2:17][C@@H:8]([C:6]2[O:5][N:4]=[C:3]([CH2:2][NH:1][C:29](=[O:30])[CH2:28][O:27][CH3:26])[N:7]=2)[CH2:9][C:10]([O:12][C:13]([CH3:15])([CH3:16])[CH3:14])=[O:11])[CH2:21][CH2:22][CH2:23][CH2:24][CH2:25]1. Reported procedure: A solution of tert-butyl(3R)-3-[3-(aminomethyl)-1,2,4-oxadiazol-5-yl]-6-cyclohexylhexanoate (preparation 18) (206 mg, 0.57 mmol) and methoxyacetic acid (48 μl, 0.63 mmol) in DCM (5 ml) was treated with a solution of WSCDI (120 mg, 0.63 mmol), HOBt (85 mg, 0.63 mmol) and NMM (69 μl, 0.63 mmol) in DCM (10 ml) and stirred at room temperature for 18 hours. The reaction mixture was washed with sat. NaHCO3 solution followed by brine, dried over MgSO4 and filtered. The solvent was removed under reduced...